Dataset: the Open Reaction Database (ORD), a public repository of structured organic reaction records. Task: describe an organic reaction: reactants, conditions, products, and yield Procedure: 16.9 g (0.069 mol) of diisopropyl-malonic acid diethyl ester (prepared according to J. Chem. Soc., 1931, page 2,336), 25 ml of 1-oxo-1-methyl-phospholine, 4.5 g of sodium chloride and 3.2 g of water were heated to 160°-170° C. for 14 hours. After cooling, the mixture was diluted with 200 ml of water and extracted by shaking four times with a total of 200 ml of petroleum ether and the petroleum ether phase was washed twice with 50 ml of water each time and dried with sodium sulphate. After distil... Yields the product C(C)OC(C(C(C)C)C(C)C)=O (diisopropylacetic acid ethyl ester). Reactants: C(C)OC(C(C(=O)OCC)(C(C)C)C(C)C)=O (diisopropyl-malonic acid diethyl ester), O=P1(C=CCC1)C (1-oxo-1-methyl-phospholine), [Cl-].[Na+] (sodium chloride). The yield is 68.1%. Run in O (water), O (water). Reaction SMILES: [CH2:1]([O:3][C:4](=[O:17])[C:5]([CH:14]([CH3:16])[CH3:15])([CH:11]([CH3:13])[CH3:12])C(OCC)=O)[CH3:2].O=P1(C)CCC=C1.[Cl-].[Na+]>O>[CH2:1]([O:3][C:4](=[O:17])[CH:5]([CH:14]([CH3:16])[CH3:15])[CH:11]([CH3:12])[CH3:13])[CH3:2] |f:2.3|. The reactants are C1(CCCCCC1)O (cycloheptanol), ClCC(CC(=O)OCC)=O (Ethyl 4-chloroacetoacetate), ice, [H-].[Na+] (sodium hydride). Run in COCCOC (DME). Reaction conditions: time 18 hour. The product is C(C)OC(CC(COC1CCCCCC1)=O)=O (4-Cycloheptyloxy-3-oxo-butyric acid ethyl ester). Isolated yield 84.2%. Reaction SMILES: Cl[CH2:2][C:3](=[O:10])[CH2:4][C:5]([O:7][CH2:8][CH3:9])=[O:6].[H-].[Na+].[CH:13]1([OH:20])[CH2:19][CH2:18][CH2:17][CH2:16][CH2:15][CH2:14]1>COCCOC>[CH2:8]([O:7][C:5](=[O:6])[CH2:4][C:3](=[O:10])[CH2:2][O:20][CH:13]1[CH2:19][CH2:18][CH2:17][CH2:16][CH2:15][CH2:14]1)[CH3:9] |f:1.2|. Reported procedure: Ethyl 4-chloroacetoacetate (3.00 mL, 22.1 mmol) was added dropwise to an ice-cooled suspension of sodium hydride (60% dispersion in oil, 2.04 g, 51.0 mmol) in DME (20 mL). Immediately cycloheptanol (3.00 mL, 24.9 mmol) was added dropwise and the resultant reaction mixture was allowed to warm slowly to ambient temperature and then stirred at this temperature for 18 h. The reaction mixture was quenched with aqueous 2M hydrochloric acid (100 mL) and extracted with ethyl acetate (100 mL). The aqueou...